This data is from the Open Reaction Database (ORD), a public repository of structured organic reaction records. The task is: describe an organic reaction: reactants, conditions, products, and yield The reactants are [Cl-].[Al+3].[Cl-].[Cl-] (aluminum chloride), Cl (hydrochloric acid), BrC1=CC=CC=C1 (bromobenzene), C(=O)(OC)N[C@H]1C(=O)OC(C1)=O ((R)-2-carbomethoxyaminosuccinic anhydride). Solvent: ClCCl (dichloromethane), C(C)OCC (Diethylether). Reaction conditions: temperature 0 celsius, time 1 hour. The product is BrC1=CC=C(C=C1)C(C[C@H](C(=O)O)NC(=O)OC)=O ((R)-4-Bromo-α-[(methoxycarbonyl)amino]-γ-oxobenzenebutanoic acid). RXN SMILES: [Br:1][C:2]1[CH:7]=[CH:6][CH:5]=[CH:4][CH:3]=1.[C:8]([NH:12][C@@H:13]1[CH2:18][C:17](=[O:19])[O:16][C:14]1=[O:15])([O:10][CH3:11])=[O:9].[Cl-].[Al+3].[Cl-].[Cl-].Cl>ClCCl.C(OCC)C>[Br:1][C:2]1[CH:7]=[CH:6][C:5]([C:17](=[O:19])[CH2:18][C@@H:13]([NH:12][C:8]([O:10][CH3:11])=[O:9])[C:14]([OH:16])=[O:15])=[CH:4][CH:3]=1 |f:2.3.4.5|. Procedure: A mixture of bromobenzene (373 g) and (R)-2-carbomethoxyaminosuccinic anhydride (1) (90.51 g) in dichloromethane (260 ml) was cooled in ice, and aluminum chloride (174.34 g) was added over 1 minute (exothermic!). The dark red mixture was stirred at 0° C. for 30 minutes and at room temperature for 1 hour. The mixture was poured onto crushed ice, and concentrated hydrochloric acid was added slowly with stirring. Diethylether was added and the mixture was stirred until all of the red-brown material... Reactants: O=C(OCc1ccccc1)ON1C(=O)CCC1=O, CC#N, CCOC(=O)C(N)Cc1nc(-c2ccccc2)ccc1NC(=O)OC(C)(C)C. The product is CCOC(=O)C(Cc1nc(-c2ccccc2)ccc1NC(=O)OC(C)(C)C)NC(=O)OCc1ccccc1. Reaction SMILES: [CH2:29]([c:30]1[cH:31][cH:32][cH:33][cH:34][cH:35]1)[O:36][C:37](=[O:38])[O:39][N:40]1[C:41](=[O:42])[CH2:43][CH2:44][C:45]1=[O:46].[CH3:47][C:48]#[N:49].[NH2:1][CH:2]([C:3](=[O:4])[O:5][CH2:6][CH3:7])[CH2:8][c:9]1[n:10][c:11](-[c:23]2[cH:24][cH:25][cH:26][cH:27][cH:28]2)[cH:12][cH:13][c:14]1[NH:15][C:16](=[O:17])[O:18][C:19]([CH3:20])([CH3:21])[CH3:22]>>[NH:1]([CH:2]([C:3](=[O:4])[O:5][CH2:6][CH3:7])[CH2:8][c:9]1[n:10][c:11](-[c:23]2[cH:24][cH:25][cH:26][cH:27][cH:28]2)[cH:12][cH:13][c:14]1[NH:15][C:16](=[O:17])[O:18][C:19]([CH3:20])([CH3:21])[CH3:22])[C:37]([O:36][CH2:29][c:30]1[cH:31][cH:32][cH:33][cH:34][cH:35]1)=[O:38]. Reactants: O.O=C(O)CN(C)C(N)=N (creatine monohydrate), C(C(=O)C)(=O)O (pyruvic acid), C(C)(C)O (isopropyl alcohol). Solvent: O (water). Yields the product O.C(C(=O)C)(=O)O.O=C(O)CN(C)C(N)=N (creatine pyruvate monohydrate). Reaction SMILES: O.[O:2]=[C:3]([CH2:5][N:6]([C:8](=[NH:10])[NH2:9])[CH3:7])[OH:4].[C:11]([OH:16])(=[O:15])[C:12]([CH3:14])=[O:13].C(O)(C)C>O>[OH2:2].[C:11]([OH:16])(=[O:15])[C:12]([CH3:14])=[O:13].[O:2]=[C:3]([CH2:5][N:6]([C:8](=[NH:9])[NH2:10])[CH3:7])[OH:4] |f:0.1,5.6.7|. Procedure: One mole of creatine monohydrate with a molecular weight of 149.15 g/mole is mixed with one mole of pyruvic acid having a molecular weight of 88.06 g/mole. To this mixture is added 20 gms of a 1:1 v/v mixture of isopropyl alcohol and water. The powder and liquid are stirred together while being held at or below 60° C. by a cooling bath at that temperature until the mixture solidifies. The resultant powder is dried to yield crystalline creatine pyruvate monohydrate. This product has a molecular w... Yields the product Cl.CN(C1=NC2=CC=CC=C2C(=N1)N1C(C2=CC=CC=C2CC1)C)C1=CC=CC=C1 (2-(N-Methylphenylamino)-4-(1-Methyl-1,2,3,4-Tetrahydroisoquinoline-2-Yl)Quinazoline Hydrochloride). Procedure details: In accordance with the same procedures as in Example 18, except that to a mixture of 1.4 g of the compound (4.52 mM) prepared in Example 2 and 15 ml of dimethyl-formamide, 1.1 ml of N-methylaniline(10.1 mM) was added, 1.02 g of the title compound was prepared. Solvent: CN(C=O)C (dimethyl-formamide). Isolated yield 54.0%. Starting materials: ClC1=NC2=CC=CC=C2C(=N1)N1C(C2=CC=CC=C2CC1)C (2-Chloro-4-(1-Methyl-1,2,3,4-Tetrahydroisoquinoline-2-Yl)Quinazoline), CNC1=CC=CC=C1 (N-methylaniline). As a reaction SMILES: [Cl:1][C:2]1[N:11]=[C:10]([N:12]2[CH2:21][CH2:20][C:19]3[C:14](=[CH:15][CH:16]=[CH:17][CH:18]=3)[CH:13]2[CH3:22])[C:9]2[C:4](=[CH:5][CH:6]=[CH:7][CH:8]=2)[N:3]=1.[CH3:23][NH:24][C:25]1[CH:30]=[CH:29][CH:28]=[CH:27][CH:26]=1>CN(C)C=O>[ClH:1].[CH3:23][N:24]([C:25]1[CH:30]=[CH:29][CH:28]=[CH:27][CH:26]=1)[C:2]1[N:11]=[C:10]([N:12]2[CH2:21][CH2:20][C:19]3[C:14](=[CH:15][CH:16]=[CH:17][CH:18]=3)[CH:13]2[CH3:22])[C:9]2[C:4](=[CH:5][CH:6]=[CH:7][CH:8]=2)[N:3]=1 |f:3.4|. Starting materials: CNc1ccccc1C(=O)N1CCCC1C(=O)O, O=S(Cl)Cl, c1ccccc1. The product is CN1C(=O)C2CCCN2C(=O)c2ccccc21. RXN SMILES: [CH3:1][NH:2][c:3]1[c:4]([C:5](=[O:6])[N:7]2[CH:8]([C:9](=[O:10])[OH:11])[CH2:12][CH2:13][CH2:14]2)[cH:15][cH:16][cH:17][cH:18]1.[S:19]([Cl:20])([Cl:21])=[O:22].[cH:23]1[cH:24][cH:25][cH:26][cH:27][cH:28]1>>[CH3:1][N:2]1[c:3]2[c:4]([cH:15][cH:16][cH:17][cH:18]2)[C:5](=[O:6])[N:7]2[CH:8]([C:9]1=[O:10])[CH2:12][CH2:13][CH2:14]2. Starting materials: Example 13 ( g ), C(C=C)Br (allylbromide), C(C)(C)(C)OC(=O)N1CC(C(C(C1)OCC1=CC2=CC=CC=C2C=C1)C1=CC=C(C=C1)OCCCOCC1=CC=CC=C1)CO ((3SR,4RS,5RS)-4-[4-(3-benzyloxy-propoxy)-phenyl]-3-hydroxymethyl-5-(naphthalen-2-ylmethoxy)-piperidine-1-carboxylic acid tert-butyl ester), Example 148 ( h ). The product is C(C)(C)(C)OC(=O)N1CC(C(C(C1)OCC1=CC2=CC=CC=C2C=C1)C1=CC=C(C=C1)OCCCOCC1=CC=CC=C1)COCC=C ((3SR,4RS,5RS)-3-allyloxymethyl-4-[4-(3-benzyloxy-propoxy)-phenyl]-5-( naphthalen-2-ylmethoxy)-piperidine-1-carboxylic acid tert-butyl ester). RXN SMILES: [C:1]([O:5][C:6]([N:8]1[CH2:13][CH:12]([O:14][CH2:15][C:16]2[CH:25]=[CH:24][C:23]3[C:18](=[CH:19][CH:20]=[CH:21][CH:22]=3)[CH:17]=2)[CH:11]([C:26]2[CH:31]=[CH:30][C:29]([O:32][CH2:33][CH2:34][CH2:35][O:36][CH2:37][C:38]3[CH:43]=[CH:42][CH:41]=[CH:40][CH:39]=3)=[CH:28][CH:27]=2)[CH:10]([CH2:44][OH:45])[CH2:9]1)=[O:7])([CH3:4])([CH3:3])[CH3:2].[CH2:46](Br)[CH:47]=[CH2:48]>>[C:1]([O:5][C:6]([N:8]1[CH2:13][CH:12]([O:14][CH2:15][C:16]2[CH:25]=[CH:24][C:23]3[C:18](=[CH:19][CH:20]=[CH:21][CH:22]=3)[CH:17]=2)[CH:11]([C:26]2[CH:27]=[CH:28][C:29]([O:32][CH2:33][CH2:34][CH2:35][O:36][CH2:37][C:38]3[CH:39]=[CH:40][CH:41]=[CH:42][CH:43]=3)=[CH:30][CH:31]=2)[CH:10]([CH2:44][O:45][CH2:48][CH:47]=[CH2:46])[CH2:9]1)=[O:7])([CH3:3])([CH3:4])[CH3:2]. Procedure: In an analogous manner to that described in Example 13 (g), by alkylating (3SR,4RS,5RS)-4-[4-(3-benzyloxy-propoxy)-phenyl]-3-hydroxymethyl-5-(naphthalen-2-ylmethoxy)-piperidine-1-carboxylic acid tert-butyl ester [WO 9709311, Example 148 (h)] with allylbromide there was obtained (3SR,4RS,5RS)-3-allyloxymethyl-4-[4-(3-benzyloxy-propoxy)-phenyl]-5-( naphthalen-2-ylmethoxy)-piperidine-1-carboxylic acid tert-butyl ester as a colorless solid; MS: 652 (M+H)+. Starting materials: C1(CC1)COC1=C(C=CC(=N1)C(=O)O)C1CCOCC1 (6-cyclopropylmethoxy-5-(tetrahydro-pyran-4-yl)-pyridine-2-carboxylic acid), CC(N)(C1=NOC(=N1)C)C (α,α,5-trimethyl-1,2,4-oxadiazole-3-methanamine). Yields the product CC(C)(C1=NOC(=N1)C)NC(=O)C1=NC(=C(C=C1)C1CCOCC1)OCC1CC1 (6-Cyclopropylmethoxy-5-(tetrahydro-pyran-4-yl)-pyridine-2-carboxylic acid [1-methyl-1-(5-methyl-[1,2,4]oxadiazol-3-yl)-ethyl]-amide). Reaction SMILES: [CH:1]1([CH2:4][O:5][C:6]2[N:11]=[C:10]([C:12]([OH:14])=O)[CH:9]=[CH:8][C:7]=2[CH:15]2[CH2:20][CH2:19][O:18][CH2:17][CH2:16]2)[CH2:3][CH2:2]1.[CH3:21][C:22]([CH3:30])([C:24]1[N:28]=[C:27]([CH3:29])[O:26][N:25]=1)[NH2:23]>>[CH3:21][C:22]([NH:23][C:12]([C:10]1[CH:9]=[CH:8][C:7]([CH:15]2[CH2:20][CH2:19][O:18][CH2:17][CH2:16]2)=[C:6]([O:5][CH2:4][CH:1]2[CH2:2][CH2:3]2)[N:11]=1)=[O:14])([C:24]1[N:28]=[C:27]([CH3:29])[O:26][N:25]=1)[CH3:30]. Procedure details: The title compound was synthesized in analogy to Example 1, using 6-cyclopropylmethoxy-5-(tetrahydro-pyran-4-yl)-pyridine-2-carboxylic acid (Example 9 f) and α,α,5-trimethyl-1,2,4-oxadiazole-3-methanamine (CAN 1153831-97-0) as starting materials, MS (EI): m/e 401.1 [M+H]+.